Dataset: the Open Reaction Database (ORD), a public repository of structured organic reaction records. Task: describe an organic reaction: reactants, conditions, products, and yield The reactants are C(C)(C)(C)OC(N[C@@H]([C@H](CC)C)C=O)=O (((1S,2S)-1-Formyl-2-methyl-butyl)-carbamic acid tert-butyl ester), O (water), BrC=1C=C2C=CC(=CC2=CC1)N (6-bromo-naphthalen-2-ylamine), [BH-](OC(=O)C)(OC(=O)C)OC(=O)C.[Na+] (NaBH(OAc)3). The solvent is ClCCCl (DCE). Run at time 5 minute. The product is C(C)(C)(C)OC(N[C@@H]([C@H](CC)C)CNC1=CC2=CC=C(C=C2C=C1)Br)=O ({(1S,2S)-1-[(6-bromo-naphthalen-2-ylamino)-methyl]-2-methyl-butyl}-carbamic acid tert-butyl ester). Isolated yield 84.5%. RXN SMILES: [C:1]([O:5][C:6](=[O:15])[NH:7][C@H:8]([CH:13]=O)[C@@H:9]([CH3:12])[CH2:10][CH3:11])([CH3:4])([CH3:3])[CH3:2].[Br:16][C:17]1[CH:18]=[C:19]2[C:24](=[CH:25][CH:26]=1)[CH:23]=[C:22]([NH2:27])[CH:21]=[CH:20]2.[BH-](OC(C)=O)(OC(C)=O)OC(C)=O.[Na+].O>ClCCCl>[C:1]([O:5][C:6](=[O:15])[NH:7][C@H:8]([CH2:13][NH:27][C:22]1[CH:21]=[CH:20][C:19]2[C:24](=[CH:25][CH:26]=[C:17]([Br:16])[CH:18]=2)[CH:23]=1)[C@@H:9]([CH3:12])[CH2:10][CH3:11])([CH3:4])([CH3:3])[CH3:2] |f:2.3|. Reported procedure: ((1S,2S)-1-Formyl-2-methyl-butyl)-carbamic acid tert-butyl ester (1.62 g, 7.5 mmol), and 6-bromo-naphthalen-2-ylamine (1.11 g, 5.0 mmol) were combined in DCE (10 mL). After stirring 5 min, NaBH(OAc)3 (2.33 g, 11 mmol) was added. The whole mixture was then stirred at r.t. for 18 h. The reaction mixture was transferred to a separatory funnel containing water (50 mL). The aqueous layer was extracted with DCM (3×50 mL). The combined organic layers were washed with brine (50 mL), dried over MgSO4, fi... The reactants are C(C)OP(=O)(OCC)CC(=O)OCC (ethyl diethylphosphonoacetate), ClC1=C(C2=CN(N=C2C=C1)C)C=O (5-chloro-2-methyl-2H-indazole-4-carbaldehyde), O (Water), [H-].[Na+] (sodium hydride). The solvent is O1CCCC1 (tetrahydrofuran), O1CCCC1 (tetrahydrofuran), O1CCCC1 (tetrahydrofuran). Conditions: time 20 minute. Product: ClC1=C(C2=CN(N=C2C=C1)C)/C=C/C(=O)OCC (ethyl (2E)-3-(5-chloro-2-methyl-2H-indazol-4-yl)acrylate). Isolated yield 86.4%. As a reaction SMILES: [H-].[Na+].C(OP([CH2:11][C:12]([O:14][CH2:15][CH3:16])=[O:13])(OCC)=O)C.[Cl:17][C:18]1[CH:26]=[CH:25][C:24]2[C:20](=[CH:21][N:22]([CH3:27])[N:23]=2)[C:19]=1[CH:28]=O.O>O1CCCC1>[Cl:17][C:18]1[CH:26]=[CH:25][C:24]2[C:20](=[CH:21][N:22]([CH3:27])[N:23]=2)[C:19]=1/[CH:28]=[CH:11]/[C:12]([O:14][CH2:15][CH3:16])=[O:13] |f:0.1|. Procedure details: To a suspension of sodium hydride (0.488 g, 12.2 mmol) in tetrahydrofuran (10 mL) was added a solution of ethyl diethylphosphonoacetate (2.44 mL, 12.2 mmol) in tetrahydrofuran (5 mL) at 0° C., and the mixture was stirred for 20 min. To the reaction mixture was added a solution of 5-chloro-2-methyl-2H-indazole-4-carbaldehyde (2.16 g, 11.1 mmol) in tetrahydrofuran (10.0 mL), and the mixture was warmed to room temperature over 4 hr. Water was added and the mixture was extracted with ethyl acetate. ... Reactants: ClC1=CC2=C(N(C(=N2)CC)C2=CC=C(C=C2)[C@@H]2C[C@H](C2)O)C=C1Cl (trans-3-[4-(5,6-Dichloro-2-ethyl-1H-benzimidazol-1-yl)phenyl]cyclobutanol), C1(=CC=CC=C1)P(C1=CC=CC=C1)C1=CC=CC=C1 (triphenylphosphine), C1(=CC=CC=C1)P(=O)(C1=CC=CC=C1)N=[N+]=[N-] (diphenylphosphoryl azide), N(=NC(=O)OCC)C(=O)OCC (diethyl azodicarboxylate). The solvent is C1CCOC1 (THF), C(C)(=O)OCC (ethyl acetate). Run at time 3 hour. Yields the product ClC1=CC2=C(N(C(=N2)CC)C2=CC=C(C=C2)[C@H]2C[C@H](C2)N=[N+]=[N-])C=C1Cl (cis-3-[4-(5,6-Dichloro-2-ethyl-1H-benzimidazol-1-yl)phenyl]cyclobutyl azide). Yield: 81.9%. RXN SMILES: [Cl:1][C:2]1[C:23]([Cl:24])=[CH:22][C:5]2[N:6]([C:11]3[CH:16]=[CH:15][C:14]([C@H:17]4[CH2:20][C@H:19](O)[CH2:18]4)=[CH:13][CH:12]=3)[C:7]([CH2:9][CH3:10])=[N:8][C:4]=2[CH:3]=1.C1(P(C2C=CC=CC=2)C2C=CC=CC=2)C=CC=CC=1.C1(P([N:58]=[N+:59]=[N-:60])(C2C=CC=CC=2)=O)C=CC=CC=1.N(C(OCC)=O)=NC(OCC)=O>C1COCC1.C(OCC)(=O)C>[Cl:1][C:2]1[C:23]([Cl:24])=[CH:22][C:5]2[N:6]([C:11]3[CH:16]=[CH:15][C:14]([C@@H:17]4[CH2:20][C@H:19]([N:58]=[N+:59]=[N-:60])[CH2:18]4)=[CH:13][CH:12]=3)[C:7]([CH2:9][CH3:10])=[N:8][C:4]=2[CH:3]=1. Procedure details: To a stirred solution of trans-3-[4-(5,6-dichloro-2-ethyl-1H-benzimidazol-1-yl)phenyl]cyclobutanol (step 8, 572 mg, 1.6 mmol), triphenylphosphine (623 mg, 2.4 mmol) and diphenylphosphoryl azide (DPPA) (655 mg, 2.4 mmol) in THF (8 mL) was added diethyl azodicarboxylate (415 mg, 2.4 mmol) at room temperature. The resulting mixture was stirred at room temperature for 3 h, then the mixture was diluted with ethyl acetate (100 mL) and washed with water (100 mL) and brine (100 mL). The organic layer wa... The reactants are FC=1C=C(C=CC1F)N1N=CC(=C(C1=O)OC1=CC=C(C=C1)F)C1=CC=C(C=C1)S(=O)(=O)C (2-(3,4-Difluorophenyl)-4-(4-fluorophenoxy)-5-[4-(methylsulfonyl)phenyl]-3(2H)-pyridazinone), sulfonamide, N (NH3). Solvent: O (H2O). Product: FC=1C=C(C=CC1F)N1N=CC(=C(C1=O)OC1=CC=C(C=C1)F)C1=CC=C(C=C1)S(=O)(=O)N (2-(3,4-Difluorophenyl)-4-(4-fluorophenoxy)-5-[4-(aminosulfonyl)phenyl]-3(2H)-pyridazinone). Reaction SMILES: [F:1][C:2]1[CH:3]=[C:4]([N:9]2[C:14](=[O:15])[C:13]([O:16][C:17]3[CH:22]=[CH:21][C:20]([F:23])=[CH:19][CH:18]=3)=[C:12]([C:24]3[CH:29]=[CH:28][C:27]([S:30](C)(=[O:32])=[O:31])=[CH:26][CH:25]=3)[CH:11]=[N:10]2)[CH:5]=[CH:6][C:7]=1[F:8].[NH3:34]>O>[F:1][C:2]1[CH:3]=[C:4]([N:9]2[C:14](=[O:15])[C:13]([O:16][C:17]3[CH:22]=[CH:21][C:20]([F:23])=[CH:19][CH:18]=3)=[C:12]([C:24]3[CH:29]=[CH:28][C:27]([S:30]([NH2:34])(=[O:32])=[O:31])=[CH:26][CH:25]=3)[CH:11]=[N:10]2)[CH:5]=[CH:6][C:7]=1[F:8]. Procedure details: The product from Example 109 was converted to the title sulfonamide according to the method of Example 384 (yield: 110 mg, 45.7%). mp 224-226° C. 1H NMR (300 MHz, CDCl3) δ 4.86 (br s, 2H), 6.89-7.03 (m, 4H), 7.19-7.30 (m, 1H), 7.45-7.52 (m, 1H), 7.56-7.66 (m, 1H), 7.79 (d, J=9 Hz, 2H), 8.04 (d, J=9 Hz, 1H), 8.08 (s, 1H). MS (DCI/NH3) m/z 474 (M+H)+, 491 (M+NH4)+. Anal. calc. for C22H14F3N3O4S.0.25 H2O: C, 55.32; H, 2.93; N, 8.80. Found: C, 55.26; H, 3.11; N, 8.58.